Dataset: the Open Reaction Database (ORD), a public repository of structured organic reaction records. Task: describe an organic reaction: reactants, conditions, products, and yield Reactants: C#C (acetylene), C1=CC=CC1 (cyclopentadiene), C12=CC=C(CC1)C2 (norbornadiene), C#C (acetylene), C1=CC=CC1 (cyclopentadiene), C12=CC=C(CC1)C2 (norbornadiene). Yields the product CCCC=CCCC=CCCCCC (tetradeca-4,8-diene). As a reaction SMILES: [CH:1]#[CH:2].[CH:3]1[CH2:7][CH:6]=[CH:5][CH:4]=1.[C:8]12[CH2:14][C:11]([CH2:12][CH2:13]1)=[CH:10][CH:9]=2>>[CH3:1][CH2:2][CH2:9][CH:10]=[CH:11][CH2:14][CH2:8][CH:13]=[CH:12][CH2:3][CH2:7][CH2:6][CH2:5][CH3:4]. Reported procedure: A reaction was conducted under the same reaction conditions as in Example 1 except that acetylene and cyclopentadiene, which are both raw materials for norbornadiene, were used instead of norbornadiene to try a direct reaction of acetylene and cyclopentadiene. It was however impossible to obtain pentacyclo[5.4.21.7.13.6.010.13.012.14 ]-tetradeca-4,8-diene. Starting materials: CC#N, Cc1c(Cl)cccc1S(=O)(=O)Nc1nc(CC(C)OS(=O)(=O)c2cccc(Cl)c2C)ns1, Fc1cccc(S)c1, [Na+], [Na+], O=C([O-])[O-]. Yields the product Cc1c(Cl)cccc1S(=O)(=O)Nc1nc(CC(C)Sc2cccc(F)c2)ns1. Reaction SMILES: [CH3:47][C:48]#[N:49].[Cl:1][c:2]1[c:3]([CH3:4])[c:5]([S:6]([O:7][CH:12]([CH2:13][c:14]2[n:15][s:16][c:17]([NH:19][S:20](=[O:21])(=[O:22])[c:23]3[c:24]([CH3:30])[c:25]([Cl:29])[cH:26][cH:27][cH:28]3)[n:18]2)[CH3:31])(=[O:8])=[O:9])[cH:10][cH:11][cH:32]1.[F:33][c:34]1[cH:35][c:36]([SH:40])[cH:37][cH:38][cH:39]1.[Na+:41].[Na+:42].[O-:43][C:44](=[O:45])[O-:46]>>[CH:12]([CH2:13][c:14]1[n:15][s:16][c:17]([NH:19][S:20](=[O:21])(=[O:22])[c:23]2[c:24]([CH3:30])[c:25]([Cl:29])[cH:26][cH:27][cH:28]2)[n:18]1)([CH3:31])[S:40][c:36]1[cH:35][c:34]([F:33])[cH:39][cH:38][cH:37]1.